describe an organic reaction: reactants, conditions, products, and yield From a dataset of the Open Reaction Database (ORD), a public repository of structured organic reaction records. Starting materials: NC=1C(=C(C(=O)OC)C=C(N1)N1CCOCC1)N (methyl 2,3-diamino-6-morpholinoisonicotinate), CC(=O)O (CH3COOH), NC=1C(=C(C(=O)OC)C=C(N1)N1CCOCC1)N (methyl 2,3-diamino-6-morpholinoisonicotinate). Yields the product CC1=NC=2C(=NC(=CC2C(=O)OC)N2CCOCC2)N1 (methyl 2-methyl-5-morpholino-3H-imidazo[4,5-b]pyridine-7-carboxylate). RXN SMILES: [NH2:1][C:2]1[C:3]([NH2:18])=[C:4]([CH:9]=[C:10]([N:12]2[CH2:17][CH2:16][O:15][CH2:14][CH2:13]2)[N:11]=1)[C:5]([O:7][CH3:8])=[O:6].[CH3:19][C:20](O)=O>>[CH3:19][C:20]1[NH:1][C:2]2=[N:11][C:10]([N:12]3[CH2:17][CH2:16][O:15][CH2:14][CH2:13]3)=[CH:9][C:4]([C:5]([O:7][CH3:8])=[O:6])=[C:3]2[N:18]=1. Reported procedure: A solution of methyl 2,3-diamino-6-morpholinoisonicotinate (4.3 g, 17 mmol) in CH3COOH (100 mL) was refluxed for 16 h. LCMS showed no methyl 2,3-diamino-6-morpholinoisonicotinate left and the desired product formed. It was cooled to room temperature and the solvent was removed in vacuo. The residue was then purified by chromatography on silica gel eluted with MeOH/DCM=1/50 to afford the desired product as a black solid (1.07 g, 23%); LC/MS: MS (ES+) m/e 277 (MH+); 1H NMR (300 MHz, CDCl3) δ ppm 2... Reactants: CC(=O)OC(C)=O, ClCCl, NCc1ccc2c(c1)ncn2-c1cccc(-c2nccs2)c1. The product is CC(=O)NCc1ccc2c(c1)ncn2-c1cccc(-c2nccs2)c1. As a reaction SMILES: [CH3:23][C:24](=[O:25])[O:26][C:27](=[O:28])[CH3:29].[Cl:30][CH2:31][Cl:32].[s:1]1[c:2](-[c:6]2[cH:7][c:8](-[n:12]3[cH:13][n:14][c:15]4[c:16]3[cH:17][cH:18][c:19]([CH2:21][NH2:22])[cH:20]4)[cH:9][cH:10][cH:11]2)[n:3][cH:4][cH:5]1>>[s:1]1[c:2](-[c:6]2[cH:7][c:8](-[n:12]3[cH:13][n:14][c:15]4[c:16]3[cH:17][cH:18][c:19]([CH2:21][NH:22][C:24]([CH3:23])=[O:25])[cH:20]4)[cH:9][cH:10][cH:11]2)[n:3][cH:4][cH:5]1. Reactants: C(C1=CC=CC=C1)(=O)C1=CC=C(C(=O)O)C=C1 (4-benzoylbenzoic acid), O=S(Cl)Cl (SOCl2), C(C)NCC (diethylamine). Solvent: [OH-].[Na+] (NaOH), C(Cl)Cl (CH2Cl2). Run at time 30 minute. Product: C(C)N(C(C1=CC=C(C=C1)C(C1=CC=CC=C1)=O)=O)CC (N,N-Diethyl-4-benzoylbenzamide). Isolated yield 95.5%. RXN SMILES: [C:1]([C:9]1[CH:17]=[CH:16][C:12]([C:13]([OH:15])=O)=[CH:11][CH:10]=1)(=[O:8])[C:2]1[CH:7]=[CH:6][CH:5]=[CH:4][CH:3]=1.O=S(Cl)Cl.[CH2:22]([NH:24][CH2:25][CH3:26])[CH3:23]>[OH-].[Na+].C(Cl)Cl>[CH2:22]([N:24]([CH2:25][CH3:26])[C:13](=[O:15])[C:12]1[CH:11]=[CH:10][C:9]([C:1](=[O:8])[C:2]2[CH:3]=[CH:4][CH:5]=[CH:6][CH:7]=2)=[CH:17][CH:16]=1)[CH3:23] |f:3.4|. Procedure: A solution of 25 g (110 mmol) 4-benzoylbenzoic acid [611-95-0] and 20 mL SOCl2 was allowed to reflux for 2 h then allowed to cool. The excess SOCl2 was evaporated off and the resulting clear oil was dissolved in 10 mL CH2Cl2 then slowly added to 12 mL (116 mmol) diethylamine in a mixture of 10 mL 3N NaOH and 50 mL CH2Cl2. The mixture was allowed to stir for 30 min then partitioned between H2O and CH2Cl2. The organic layer was washed with brine, dried over K2CO3, filtered and concentrated. The pr... Reactants: CCOC(C)=O, COc1ccc([N+](=O)[O-])c(C(F)(F)F)c1. The product is COc1ccc(N)c(C(F)(F)F)c1. RXN SMILES: [CH3:16][CH2:17][O:18][C:19](=[O:20])[CH3:21].[N+:1]([O-:2])(=[O:3])[c:4]1[c:5]([C:12]([F:13])([F:14])[F:15])[cH:6][c:7]([O:10][CH3:11])[cH:8][cH:9]1>>[NH2:1][c:4]1[c:5]([C:12]([F:13])([F:14])[F:15])[cH:6][c:7]([O:10][CH3:11])[cH:8][cH:9]1. Reactants: [BH4-], C1CCOC1, CCOC(C)=O, O=C(c1cccnc1)c1c(Cc2ccc(Cl)cc2Cl)noc1-c1ccccc1Cl, [Na+]. Yields the product OC(c1cccnc1)c1c(Cc2ccc(Cl)cc2Cl)noc1-c1ccccc1Cl. RXN SMILES: [BH4-:30].[CH2:32]1[O:33][CH2:34][CH2:35][CH2:36]1.[CH3:37][CH2:38][O:39][C:40](=[O:41])[CH3:42].[Cl:1][c:2]1[c:3](-[c:8]2[c:9]([C:22](=[O:23])[c:24]3[cH:25][n:26][cH:27][cH:28][cH:29]3)[c:10]([CH2:13][c:14]3[c:15]([Cl:21])[cH:16][c:17]([Cl:20])[cH:18][cH:19]3)[n:11][o:12]2)[cH:4][cH:5][cH:6][cH:7]1.[Na+:31]>>[Cl:1][c:2]1[c:3](-[c:8]2[c:9]([CH:22]([OH:23])[c:24]3[cH:25][n:26][cH:27][cH:28][cH:29]3)[c:10]([CH2:13][c:14]3[c:15]([Cl:21])[cH:16][c:17]([Cl:20])[cH:18][cH:19]3)[n:11][o:12]2)[cH:4][cH:5][cH:6][cH:7]1. The reactants are CSC(SC)=C(C#N)C#N ([bis(methylsulfanyl)methylene]malononitrile), CC(C(=O)[O-])S (methylthioglycolate), TEA, CO (MeOH). The product is NC1=C(SC(=C1C#N)SC)C(=O)OC (methyl 3-amino-4-cyano-5-(methylsulfanyl)thiophene-2-carboxylate). Isolated yield 99.0%. RXN SMILES: [CH3:1][S:2][C:3](=[C:6]([C:9]#[N:10])[C:7]#[N:8])[S:4][CH3:5].CC(S)[C:13]([O-:15])=[O:14].[CH3:17]O>>[NH2:8][C:7]1[C:6]([C:9]#[N:10])=[C:3]([S:4][CH3:5])[S:2][C:1]=1[C:13]([O:15][CH3:17])=[O:14]. Procedure details: A mixture of [bis(methylsulfanyl)methylene]malononitrile (40 g, 230 mmol), methylthioglycolate (21 mL, 230 mmol) and TEA (24 mL, 173 mmol) in MeOH (600 mL) was allowed to stir at reflux for 2 h. The reaction mixture was allowed to cool overnight and the precipitate was filtered off, washed with cold MeOH (×3) to give methyl 3-amino-4-cyano-5-(methylsulfanyl)thiophene-2-carboxylate (52.4 g, 99%). LCMS: (AA) ES+ 229.2. 1H NMR (400 MHz, d6-DMSO) δ: 3.74 s, 3H) and 2.70 (s, 3H). Reactants: NC=1N=CC2=C(N1)CCN(C2)C=2C(N(C=CC2C)C2=CC=C(C=C2)N)=O (3-(2-amino-7,8-dihydropyrido[4,3-d]pyrimidin-6(5H)-yl)-1-(4-aminophenyl)-4-methylpyridin-2(1H)-one), C1CCOC1 (THF), CC1=C(OC=C1)C(=O)Cl (3-methylfuran-2-carbonyl chloride). The solvent is CCN(CC)CC (NEt3). Run at temperature 40 celsius, time 3 hour. Product: NC=1N=CC2=C(N1)CCN(C2)C=2C(N(C=CC2C)C2=CC=C(C=C2)NC(=O)C=2OC=CC2C)=O (N-{4-[3-(2-amino-7,8-dihydropyrido[4,3-d]pyrimidin-6(5H)-yl)-4-methyl-2-oxopyridin-1(2H)-yl]phenyl}-3-methyl-2-furamide). RXN SMILES: [NH2:1][C:2]1[N:3]=[CH:4][C:5]2[CH2:11][N:10]([C:12]3[C:13](=[O:26])[N:14]([C:19]4[CH:24]=[CH:23][C:22]([NH2:25])=[CH:21][CH:20]=4)[CH:15]=[CH:16][C:17]=3[CH3:18])[CH2:9][CH2:8][C:6]=2[N:7]=1.C1COCC1.[CH3:32][C:33]1[CH:37]=[CH:36][O:35][C:34]=1[C:38](Cl)=[O:39]>CCN(CC)CC>[NH2:1][C:2]1[N:3]=[CH:4][C:5]2[CH2:11][N:10]([C:12]3[C:13](=[O:26])[N:14]([C:19]4[CH:20]=[CH:21][C:22]([NH:25][C:38]([C:34]5[O:35][CH:36]=[CH:37][C:33]=5[CH3:32])=[O:39])=[CH:23][CH:24]=4)[CH:15]=[CH:16][C:17]=3[CH3:18])[CH2:9][CH2:8][C:6]=2[N:7]=1. Procedure details: A solution of 3-(2-amino-7,8-dihydropyrido[4,3-d]pyrimidin-6(5H)-yl)-1-(4-aminophenyl)-4-methylpyridin-2(1H)-one (25 mg, 0.075 mmol) in2 mL of THF under N2(g) containing 3 mL of NEt3 was treated with 3-methylfuran-2-carbonyl chloride (13 mg, 0.090 mmol). The reaction mixture was heated to 40° C. and allowed to stir for 3 h. The reaction was cooled and then extracted with EtOAc (3×˜10 mL) and water (˜10 mL). The combined organic layers were then washed with ˜20 mL of NaHCO3 (aq). The organic laye...